From a dataset of the Open Reaction Database (ORD), a public repository of structured organic reaction records. describe an organic reaction: reactants, conditions, products, and yield Starting materials: O1CCOC12CC(CCC2)C(=O)N2CCC(=CC2)C2=CC=CC=C2 (1-(1,4-dioxaspiro[4.5]dec-7-yl carbonyl)-1,2,3,6-tetrahydro-4-phenylpyridine), [Cl-].[Al+3].[Cl-].[Cl-] (aluminum chloride), [H-].[Al+3].[Li+].[H-].[H-].[H-] (lithium aluminum hydride). Solvent: O1CCCC1 (tetrahydrofuran), C(C)OCC (diethyl ether), O1CCCC1 (tetrahydrofuran). Conditions: time 30 minute. The product is O1CCOC12CC(CCC2)CN2CCC(=CC2)C2=CC=CC=C2 (1-(1,4-Dioxaspiro[4.5]dec-7-yl methyl)-1,2,3,6-tetrahydro-4-phenylpyridine). As a reaction SMILES: [Cl-].[Al+3].[Cl-].[Cl-].[H-].[Al+3].[Li+].[H-].[H-].[H-].[O:11]1[C:15]2([CH2:20][CH2:19][CH2:18][CH:17]([C:21]([N:23]3[CH2:28][CH:27]=[C:26]([C:29]4[CH:34]=[CH:33][CH:32]=[CH:31][CH:30]=4)[CH2:25][CH2:24]3)=O)[CH2:16]2)[O:14][CH2:13][CH2:12]1>C(OCC)C.O1CCCC1>[O:14]1[C:15]2([CH2:20][CH2:19][CH2:18][CH:17]([CH2:21][N:23]3[CH2:24][CH:25]=[C:26]([C:29]4[CH:30]=[CH:31][CH:32]=[CH:33][CH:34]=4)[CH2:27][CH2:28]3)[CH2:16]2)[O:11][CH2:12][CH2:13]1 |f:0.1.2.3,4.5.6.7.8.9|. Procedure: A solution of aluminum chloride (14.54 g) in 500 mL of anhydrous diethyl ether is added dropwise to a suspension of lithium aluminum hydride (12.41 g) in 500 mL of tetrahydrofuran. The mixture is stirred at room temperature for 30 minutes. A solution of 1-(1,4-dioxaspiro[4.5]dec-7-yl carbonyl)-1,2,3,6-tetrahydro-4-phenylpyridine (Step B) in 500 mL of tetrahydrofuran is added dropwise. The mixture is stirred at room temperature overnight, and it is quenched by careful addition of 13 mL of water, ... Reactants: C1CCN2CC=C(CC12)C1=CNC2=NC=CC=C12 (3-(1,2,3,5,8,8a-hexahydro-7-indolizinyl)-1H-7-Azaindole), C(C1=CC=CC=C1)(=O)Cl (benzoyl chloride), C[Si](C)(C)[N-][Si](C)(C)C.[Na+] (NaN(TMS)2). Run in C1CCOC1 (THF). Yields the product C(C1=CC=CC=C1)(=O)N1C=C(C2=CC=CN=C12)C1=CCN2CCCC2C1 (1-Benzoyl-3-(1,2,3,5,8,8a-hexahydro-7-indolizinyl)-7-azaindole). As a reaction SMILES: [CH2:1]1[CH:9]2[N:4]([CH2:5][CH:6]=[C:7]([C:10]3[C:18]4[C:13](=[N:14][CH:15]=[CH:16][CH:17]=4)[NH:12][CH:11]=3)[CH2:8]2)[CH2:3][CH2:2]1.[C:19](Cl)(=[O:26])[C:20]1[CH:25]=[CH:24][CH:23]=[CH:22][CH:21]=1.C[Si]([N-][Si](C)(C)C)(C)C.[Na+]>C1COCC1>[C:19]([N:12]1[C:13]2[C:18](=[CH:17][CH:16]=[CH:15][N:14]=2)[C:10]([C:7]2[CH2:8][CH:9]3[N:4]([CH2:3][CH2:2][CH2:1]3)[CH2:5][CH:6]=2)=[CH:11]1)(=[O:26])[C:20]1[CH:25]=[CH:24][CH:23]=[CH:22][CH:21]=1 |f:2.3|. Procedure: from 3-(1,2,3,5,8,8a-hexahydro-7-indolizinyl)-1H-7-Azaindole (10 mg, 0.0418 mmol), benzoyl chloride (13 μL, 0.12 mmol) and 1M NaN(TMS)2 (100 μL, 0.10 mmol) in THF (1mL) at RT. The reactants are ClC1=C(C(=CC(=C1)C(F)(F)F)Cl)N1C(=C(C(=C1Cl)C#N)SC(F)(F)F)C=CC#N (1-(2,6-dichloro-4-trifluoromethylphenyl)-2-(2-cyanoethenyl)-3-trifluoromethylthio-4-cyano-5-chloropyrrole), [BH4-].[Na+] (sodium borohydride), [BH4-].[Na+] (sodium borohydride). RXN SMILES: [Cl:1][C:2]1[CH:7]=[C:6]([C:8]([F:11])([F:10])[F:9])[CH:5]=[C:4]([Cl:12])[C:3]=1[N:13]1[C:17]([Cl:18])=[C:16]([C:19]#[N:20])[C:15]([S:21][C:22]([F:25])([F:24])[F:23])=[C:14]1[CH:26]=[CH:27][C:28]#[N:29].[BH4-].[Na+]>C(O)C>[Cl:1][C:2]1[CH:7]=[C:6]([C:8]([F:11])([F:10])[F:9])[CH:5]=[C:4]([Cl:12])[C:3]=1[N:13]1[C:17]([Cl:18])=[C:16]([C:19]#[N:20])[C:15]([S:21][C:22]([F:25])([F:24])[F:23])=[C:14]1[CH2:26][CH2:27][C:28]#[N:29] |f:1.2|. The solvent is C(C)O (ethanol). Isolated yield 50.0%. Reported procedure: A 3.03 g (6.18 mmoles) portion of the 1-(2,6-dichloro-4-trifluoromethylphenyl)-2-(2-cyanoethenyl)-3-trifluoromethylthio-4-cyano-5-chloropyrrole prepared above was treated with 467 mg (12.4 mmoles) of sodium borohydride in 250 mL of ethanol at room temperature for 16 hours. An additional 234 mg (6.18 mmoles) of sodium borohydride was then added in two equal portions over a two hour period to complete the reaction. The solvent was then removed under reduced pressure and the residue poured into 25 ... The product is ClC1=C(C(=CC(=C1)C(F)(F)F)Cl)N1C(=C(C(=C1Cl)C#N)SC(F)(F)F)CCC#N (1-(2,6-dichloro-4-trifluoromethylphenyl)-2-(2-cyanoethyl)-3-trifluoromethylthio-4-cyano-5-chloropyrrole). The solvent is ClC1=CC=CC=C1 (chlorobenzene), C(Cl)Cl (CH2Cl2). RXN SMILES: CN(C)[C:3]1[S:4][C:5]2[CH:28]=[C:27]([O:29][CH3:30])[CH:26]=[CH:25][C:6]=2[C:7]=1[C:8]([C:10]1[CH:15]=[CH:14][C:13]([O:16][CH2:17][CH2:18][N:19]2[CH2:24][CH2:23][CH2:22][CH2:21][CH2:20]2)=[CH:12][CH:11]=1)=[O:9].C1COCC1.[CH3:37][O:38][C:39]1[CH:44]=[CH:43][CH:42]=[CH:41][C:40]=1[Mg]Br.CO>ClC1C=CC=CC=1.C(Cl)Cl>[CH3:37][O:38][C:39]1[CH:44]=[CH:43][CH:42]=[CH:41][C:40]=1[C:3]1[S:4][C:5]2[CH:28]=[C:27]([O:29][CH3:30])[CH:26]=[CH:25][C:6]=2[C:7]=1[C:8]([C:10]1[CH:15]=[CH:14][C:13]([O:16][CH2:17][CH2:18][N:19]2[CH2:24][CH2:23][CH2:22][CH2:21][CH2:20]2)=[CH:12][CH:11]=1)=[O:9]. Procedure details: By the method described in Example 1, [2-dimethylamino-6-methoxybenzothien-3-yl][4-[2-(1-piperidinyl)ethoxy]phenyl]-methanone (1.0 g, 2.29 mmol) in chlorobenzene (10 mL) was treated with a 0.65 M THF solution of 2-methoxyphenylmagnesium bromide (11.0 mL, 7.11 mmol) (prepared from 2-bromoanisole, catalytic iodide, and magnesium turnings in THF) to provide after chromatography (silica gel, 5-10% MeOH in CH2Cl2) 710 mg (62%) of the title compound as a yellow foam: 1H NMR d 1.44 (m, 2H), 1.60 (m, 4H... The yield is 61.8%. The product is COC1=C(C=CC=C1)C1=C(C2=C(S1)C=C(C=C2)OC)C(=O)C2=CC=C(C=C2)OCCN2CCCCC2 ([2-(2-Methoxyphenyl)-6-methoxybenzo[b]thien-3-yl][4-[2-(1-piperidinyl)ethoxy]phenyl]methanone). The reactants are CN(C=1SC2=C(C1C(=O)C1=CC=C(C=C1)OCCN1CCCCC1)C=CC(=C2)OC)C ([2-dimethylamino-6-methoxybenzothien-3-yl][4-[2-(1-piperidinyl)ethoxy]phenyl]-methanone), C1CCOC1 (THF), COC1=C(C=CC=C1)[Mg]Br (2-methoxyphenylmagnesium bromide), CO (MeOH). The reactants are BrC1=CC=C(C(=N1)OC)N (6-bromo-2-methoxypyridin-3-amine), CN1N=CC(=C1C)B1OC(C(O1)(C)C)(C)C (1,5-dimethyl-4-(4,4,5,5-tetramethyl-1,3,2-dioxaborolan-2-yl)-1H-pyrazole). The product is CN1N=CC(=C1C)C1=CC=C(C(=N1)OC)N (6-(1,5-Dimethyl-1H-pyrazol-4-yl)-2-methoxypyridin-3-amine). RXN SMILES: Br[C:2]1[N:7]=[C:6]([O:8][CH3:9])[C:5]([NH2:10])=[CH:4][CH:3]=1.[CH3:11][N:12]1[C:16]([CH3:17])=[C:15](B2OC(C)(C)C(C)(C)O2)[CH:14]=[N:13]1>>[CH3:11][N:12]1[C:16]([CH3:17])=[C:15]([C:2]2[N:7]=[C:6]([O:8][CH3:9])[C:5]([NH2:10])=[CH:4][CH:3]=2)[CH:14]=[N:13]1. Reported procedure: The title compound was prepared according to the method described for Preparation 158 using 6-bromo-2-methoxypyridin-3-amine and 1,5-dimethyl-4-(4,4,5,5-tetramethyl-1,3,2-dioxaborolan-2-yl)-1H-pyrazole. The crude residue was purified using silica gel column chromatography eluting with 1-10% MeOH/aqueous ammonia (10/1) in DCM. The reactants are ClC1=CC(=NC2=C(C=CC=C12)OC)C1=CC=CC=C1 (4-chloro-8-methoxy-2-phenyl-quinoline), C(O)CN (ethanolamine). Yields the product Cl.COC=1C=CC=C2C(=CC(=NC12)C1=CC=CC=C1)NCCO (2-(8-Methoxy-2-phenyl-quinolin-4-ylamino)-ethanol hydrochloride). Reaction SMILES: [Cl:1][C:2]1[C:11]2[C:6](=[C:7]([O:12][CH3:13])[CH:8]=[CH:9][CH:10]=2)[N:5]=[C:4]([C:14]2[CH:19]=[CH:18][CH:17]=[CH:16][CH:15]=2)[CH:3]=1.[CH2:20]([CH2:22][NH2:23])[OH:21]>>[ClH:1].[CH3:13][O:12][C:7]1[CH:8]=[CH:9][CH:10]=[C:11]2[C:6]=1[N:5]=[C:4]([C:14]1[CH:19]=[CH:18][CH:17]=[CH:16][CH:15]=1)[CH:3]=[C:2]2[NH:23][CH2:22][CH2:20][OH:21] |f:2.3|. Procedure: The title compound, m.p. 205-209° C., and MS: m/e=295.3 (M+H+), was prepared from 4-chloro-8-methoxy-2-phenyl-quinoline and ethanolamine. The reactants are C(C1=CC=CC=C1)C1=C(C=CC=C1)NC(CCCCCBr)=O (2-benzyl-1-(6-bromohexanoylamino)benzene), O(C1=CC=CC=C1)C1=CC=C(C=C1)C1CCNCC1 (4-(4-phenoxyphenyl)piperidine). The product is C(C1=CC=CC=C1)C1=C(C=CC=C1)NC(CCCCCN1CCC(CC1)C1=CC=C(C=C1)OC1=CC=CC=C1)=O (2-benzyl-1-[6-(4-(4-phenoxyphenyl)piperidin-1-yl)hexanoylamino]benzene). As a reaction SMILES: [CH2:1]([C:8]1[CH:13]=[CH:12][CH:11]=[CH:10][C:9]=1[NH:14][C:15](=[O:22])[CH2:16][CH2:17][CH2:18][CH2:19][CH2:20]Br)[C:2]1[CH:7]=[CH:6][CH:5]=[CH:4][CH:3]=1.[O:23]([C:30]1[CH:35]=[CH:34][C:33]([CH:36]2[CH2:41][CH2:40][NH:39][CH2:38][CH2:37]2)=[CH:32][CH:31]=1)[C:24]1[CH:29]=[CH:28][CH:27]=[CH:26][CH:25]=1>>[CH2:1]([C:8]1[CH:13]=[CH:12][CH:11]=[CH:10][C:9]=1[NH:14][C:15](=[O:22])[CH2:16][CH2:17][CH2:18][CH2:19][CH2:20][N:39]1[CH2:40][CH2:41][CH:36]([C:33]2[CH:34]=[CH:35][C:30]([O:23][C:24]3[CH:29]=[CH:28][CH:27]=[CH:26][CH:25]=3)=[CH:31][CH:32]=2)[CH2:37][CH2:38]1)[C:2]1[CH:7]=[CH:6][CH:5]=[CH:4][CH:3]=1. Procedure: The compound (12) synthesized in Reference Example 12 and the compound (4) synthesized in Reference Example 4 were used to produce the above compound in the same way as Example 1. Reactants: S1C2=C(C=C1C=1C(=CC(=C(C1)/C=C/C(=O)C1=CC=C(C(=O)O)C=C1)OC)OC)C=CC=C2 (4-[3E-(5-Benzo[b]thien-2-yl-2,4-dimethoxyphenyl)-acryloyl]-benzoic acid), N1(CCOCC1)CCN (2-morpholin-4-yl-ethylamine), Cl.CN(CCCN=C=NCC)C (1-(3-dimethylaminopropyl)-3-ethylcarbodiimide hydrochloride). Run in [Cl-].[Na+].O (brine), ClCCl (dichloromethane). Run at time 4 hour. Yields the product S1C2=C(C=C1C=1C(=CC(=C(C1)/C=C/C(=O)C1=CC=C(C(=O)NCCN3CCOCC3)C=C1)OC)OC)C=CC=C2 (4-[3E-(5-Benzo[b]thiophen-2-yl-2,4-dimethoxy-phenyl)-acryloyl]-N-(2-morpholin-4-yl-ethyl)-benzamide). Isolated yield 77.0%. Reaction SMILES: [S:1]1[C:5]([C:6]2[C:7]([O:27][CH3:28])=[CH:8][C:9]([O:25][CH3:26])=[C:10](/[CH:12]=[CH:13]/[C:14]([C:16]3[CH:24]=[CH:23][C:19]([C:20](O)=[O:21])=[CH:18][CH:17]=3)=[O:15])[CH:11]=2)=[CH:4][C:3]2[CH:29]=[CH:30][CH:31]=[CH:32][C:2]1=2.[N:33]1([CH2:39][CH2:40][NH2:41])[CH2:38][CH2:37][O:36][CH2:35][CH2:34]1.Cl.CN(C)CCCN=C=NCC>ClCCl.[Cl-].[Na+].O>[S:1]1[C:5]([C:6]2[C:7]([O:27][CH3:28])=[CH:8][C:9]([O:25][CH3:26])=[C:10](/[CH:12]=[CH:13]/[C:14]([C:16]3[CH:24]=[CH:23][C:19]([C:20]([NH:41][CH2:40][CH2:39][N:33]4[CH2:38][CH2:37][O:36][CH2:35][CH2:34]4)=[O:21])=[CH:18][CH:17]=3)=[O:15])[CH:11]=2)=[CH:4][C:3]2[CH:29]=[CH:30][CH:31]=[CH:32][C:2]1=2 |f:2.3,5.6.7|. Procedure: To a solution of 4-[3E-(5-Benzo[b]thien-2-yl-2,4-dimethoxyphenyl)-acryloyl]-benzoic acid (Ex-3, 0.44 mg, 1 mmol) and 2-morpholin-4-yl-ethylamine (0.18 mL) in dichloromethane (20 mL) was added 1-(3-dimethylaminopropyl)-3-ethylcarbodiimide hydrochloride (0.38 g, 2 mmol) and the mixture was stirred at room temperature for four hours. It was poured into brine (100 mL) and extracted with dichloromethane (2×50 mL). The organic phase was dried and evaporated. Chromatography (dichloromethane/methanol 50... The reactants are ClC=1C=C(CNC=2C3=C(N=C(N2)C2CCC(CC2)C(=O)OC)SC2=C3C=CC=C2)C=CC1OC (methyl 4-[4-(3-chloro-4-methoxybenzylamino)benzothieno[2,3-d]pyrimidin-2-yl]cyclohexanecarboxylate), C1OC=2C=C(CN)C=CC2O1 (3,4-methylenedioxybenzylamine). The product is C(C1=CC=CC=C1)NC=1C2=C(N=C(N1)CCCCC(=O)OC)SC1=C2C=CC=C1 (methyl 5-(4-benzylaminobenzothieno[2,3-d]pyrimidin-2-yl)valerate). RXN SMILES: Cl[C:2]1[CH:3]=[C:4]([CH:30]=[CH:31][C:32]=1OC)[CH2:5][NH:6][C:7]1[C:8]2[C:25]3[CH:26]=[CH:27][CH:28]=[CH:29][C:24]=3[S:23][C:9]=2[N:10]=[C:11]([CH:13]2CC[CH:16]([C:19]([O:21][CH3:22])=[O:20])[CH2:15][CH2:14]2)[N:12]=1.C1OC2C=CC(CN)=CC=2O1>>[CH2:5]([NH:6][C:7]1[C:8]2[C:25]3[CH:26]=[CH:27][CH:28]=[CH:29][C:24]=3[S:23][C:9]=2[N:10]=[C:11]([CH2:13][CH2:14][CH2:15][CH2:16][C:19]([O:21][CH3:22])=[O:20])[N:12]=1)[C:4]1[CH:3]=[CH:2][CH:32]=[CH:31][CH:30]=1. Procedure details: methyl 4-[4-(3-chloro-4-methoxybenzylamino)benzothieno[2,3-d]pyrimidin-2-yl]cyclohexanecarboxylate and by reaction of 3,4-methylenedioxybenzylamine gives